From a dataset of the Open Reaction Database (ORD), a public repository of structured organic reaction records. describe an organic reaction: reactants, conditions, products, and yield The product is Cl.Cl.OC1=CC(=C(C=C1)N1C=C(C(=O)O)C(C=C1CCN1CCNCC1)=O)C (1-(4-hydroxy-2-methylphenyl)-6-[2-(piperazine-1-yl)ethyl]-4-oxo-1,4-dihydronicotinic acid dihydrochloride). The solvent is C(C)(=O)O (acetic acid), O1CCOCC1 (dioxane), CN(C=O)C (N,N-dimethylformamide), C1=CC=CC=C1 (benzene). Reaction conditions: time 2 hour. Reaction SMILES: C(OC([N:11]1[CH2:16][CH2:15][N:14]([CH2:17][CH2:18][CH:19]=[CH:20][C:21](=[O:27])[CH2:22][C:23]([O:25]C)=[O:24])[CH2:13][CH2:12]1)=O)C1C=CC=CC=1.[OH:28][C:29]1[CH:35]=[CH:34][C:32]([NH2:33])=[C:31]([CH3:36])[CH:30]=1.[Cl:37][C:38]1C(=O)C(Cl)=C(Cl)C(=O)C=1Cl.[ClH:49]>C1C=CC=CC=1.CN(C)C=O.O1CCOCC1.C(O)(=O)C>[ClH:37].[ClH:49].[OH:28][C:29]1[CH:35]=[CH:34][C:32]([N:33]2[C:19]([CH2:18][CH2:17][N:14]3[CH2:13][CH2:12][NH:11][CH2:16][CH2:15]3)=[CH:20][C:21](=[O:27])[C:22]([C:23]([OH:25])=[O:24])=[CH:38]2)=[C:31]([CH3:36])[CH:30]=1 |f:8.9.10|. Reactants: ClC=1C(C(=C(C(C1Cl)=O)Cl)Cl)=O (2,3,5,6-tetrachloro-p-benzoquinone), C(C1=CC=CC=C1)OC(=O)N1CCN(CC1)CCC=CC(CC(=O)OC)=O (methyl 7-(4-benzyloxycarbonyl-piperazin-1-yl)-3-oxo-4-heptenoate), N,N-dimethylformamidodimethylacetal, OC1=CC(=C(N)C=C1)C (4-hydroxy-2-methylaniline), Cl (hydrochloric acid). Procedure: In 20 ml of benzene was dissolved 3.0 g of methyl 7-(4-benzyloxycarbonyl-piperazin-1-yl)-3-oxo-4-heptenoate, and 1.2 g of N,N-dimethylformamidodimethylacetal was added thereto. They were reacted at 70° C. for 1.5 hours. The reaction mixture was cooled to room temperature, and 1.0 g of 4-hydroxy-2-methylaniline was added thereto. The resulting mixture was subjected to reaction at the same temperature for 1.5 hours. After completion of this reaction, the precipitated crystals were collected by fil...